Dataset: the Open Reaction Database (ORD), a public repository of structured organic reaction records. Task: describe an organic reaction: reactants, conditions, products, and yield The reactants are CCOC(=O)c1ccc(Nc2cc(-c3cccc(NC(=O)c4ccc(C(C)(C)C)cc4)c3C)cn(C)c2=O)cc1, CCO, [Na+], [OH-]. Yields the product Cc1c(NC(=O)c2ccc(C(C)(C)C)cc2)cccc1-c1cc(Nc2ccc(C(=O)O)cc2)c(=O)n(C)c1. Reaction SMILES: [CH2:1]([CH3:2])[O:3][C:4]([c:5]1[cH:6][cH:7][c:8]([NH:11][c:12]2[c:13](=[O:39])[n:14]([CH3:38])[cH:15][c:16](-[c:18]3[c:19]([CH3:37])[c:20]([NH:24][C:25]([c:26]4[cH:27][cH:28][c:29]([C:32]([CH3:33])([CH3:34])[CH3:35])[cH:30][cH:31]4)=[O:36])[cH:21][cH:22][cH:23]3)[cH:17]2)[cH:9][cH:10]1)=[O:40].[CH3:43][CH2:44][OH:45].[Na+:42].[OH-:41]>>[O:3]=[C:4]([c:5]1[cH:6][cH:7][c:8]([NH:11][c:12]2[c:13](=[O:39])[n:14]([CH3:38])[cH:15][c:16](-[c:18]3[c:19]([CH3:37])[c:20]([NH:24][C:25]([c:26]4[cH:27][cH:28][c:29]([C:32]([CH3:33])([CH3:34])[CH3:35])[cH:30][cH:31]4)=[O:36])[cH:21][cH:22][cH:23]3)[cH:17]2)[cH:9][cH:10]1)[OH:40]. Reactants: NC1=CC=C(CC2=NC=3N(C(N(C(C3N2)=O)CC2=C(C=CC=C2)F)=O)CCCC)C=C1 (8-(4-amino-benzyl)-3-butyl-1-(2-fluoro-benzyl)-3,7-dihydro-purine-2,6-dione), ClC1=C(C(=CC(=C1)Cl)C)S(=O)(=O)Cl (2,4-dichloro-6-methyl-benzenesulfonyl chloride). Product: C(CCC)N1C(N(C(C=2NC(=NC12)CC1=CC=C(C=C1)NS(=O)(=O)C1=C(C=C(C=C1C)Cl)Cl)=O)CC1=C(C=CC=C1)F)=O (N-{4-[3-Butyl-1-(2-fluoro-benzyl)-2,6-dioxo-2,3,6,7-tetrahydro-1H-purin-8-ylmethyl]-phenyl}-2,4-dichloro-6-methyl-benzenesulfonamide). As a reaction SMILES: [NH2:1][C:2]1[CH:31]=[CH:30][C:5]([CH2:6][C:7]2[NH:15][C:14]3[C:13](=[O:16])[N:12]([CH2:17][C:18]4[CH:23]=[CH:22][CH:21]=[CH:20][C:19]=4[F:24])[C:11](=[O:25])[N:10]([CH2:26][CH2:27][CH2:28][CH3:29])[C:9]=3[N:8]=2)=[CH:4][CH:3]=1.[Cl:32][C:33]1[CH:38]=[C:37]([Cl:39])[CH:36]=[C:35]([CH3:40])[C:34]=1[S:41](Cl)(=[O:43])=[O:42]>>[CH2:26]([N:10]1[C:9]2[N:8]=[C:7]([CH2:6][C:5]3[CH:4]=[CH:3][C:2]([NH:1][S:41]([C:34]4[C:35]([CH3:40])=[CH:36][C:37]([Cl:39])=[CH:38][C:33]=4[Cl:32])(=[O:43])=[O:42])=[CH:31][CH:30]=3)[NH:15][C:14]=2[C:13](=[O:16])[N:12]([CH2:17][C:18]2[CH:23]=[CH:22][CH:21]=[CH:20][C:19]=2[F:24])[C:11]1=[O:25])[CH2:27][CH2:28][CH3:29]. Reported procedure: Prepared from 8-(4-amino-benzyl)-3-butyl-1-(2-fluoro-benzyl)-3,7-dihydro-purine-2,6-dione and 2,4-dichloro-6-methyl-benzenesulfonyl chloride. Purity (ELSD, based on MW=644.6)=85%. Reactants: CCc1c(Cl)nnc(Cl)c1C, NN, C1COCCO1, O. The product is CCc1c(Cl)nnc(NN)c1C. Reaction SMILES: [Cl:1][c:2]1[n:3][n:4][c:5]([Cl:11])[c:6]([CH3:10])[c:7]1[CH2:8][CH3:9].[NH2:13][NH2:14].[O:15]1[CH2:16][CH2:17][O:18][CH2:19][CH2:20]1.[OH2:12]>>[Cl:1][c:2]1[n:3][n:4][c:5]([NH:13][NH2:14])[c:6]([CH3:10])[c:7]1[CH2:8][CH3:9]. The reactants are CO, COC(=O)C(C)(C)C(CCCCc1ccccc1)S(=O)(=O)c1ccc(OC)c(OC)c1, [Na+], [OH-], O. The product is COc1ccc(S(=O)(=O)C(CCCCc2ccccc2)C(C)(C)C(=O)O)cc1OC. Reaction SMILES: [CH3:35][OH:36].[CH3:3][O:4][c:5]1[cH:6][c:7]([S:13](=[O:14])(=[O:15])[CH:16]([C:17]([C:18](=[O:19])[O:20][CH3:21])([CH3:22])[CH3:23])[CH2:24][CH2:25][CH2:26][CH2:27][c:28]2[cH:29][cH:30][cH:31][cH:32][cH:33]2)[cH:8][cH:9][c:10]1[O:11][CH3:12].[Na+:2].[OH-:1].[OH2:34]>>[CH3:3][O:4][c:5]1[cH:6][c:7]([S:13](=[O:14])(=[O:15])[CH:16]([C:17]([C:18](=[O:19])[OH:20])([CH3:22])[CH3:23])[CH2:24][CH2:25][CH2:26][CH2:27][c:28]2[cH:29][cH:30][cH:31][cH:32][cH:33]2)[cH:8][cH:9][c:10]1[O:11][CH3:12]. The reactants are ClC1=CC(=CC=C1)C(=O)OO (m-chloroperbenzoic acid), C(CCC)OCCOC1=CC=C(C=C1)C=1C=CC2=C(C=C(CCN2CC(C)C)C(=O)NC2=CC=C(C=C2)SCC=2N=NC=CC2)C1 (7-[4-(2-butoxyethoxy)phenyl]-1-isobutyl-N-[4-[(3-pyridazinylmethyl)sulfanyl]phenyl]-2,3-dihydro-1-benzazepine-4-carboxamide), S(=S)(=O)([O-])[O-].[Na+].[Na+] (sodium thiosulfate). Run in C(Cl)Cl (methylene chloride), C(Cl)Cl (methylene chloride). Run at time 15 minute. Yields the product C(CCC)OCCOC1=CC=C(C=C1)C=1C=CC2=C(C=C(CCN2CC(C)C)C(=O)NC2=CC=C(C=C2)S(=O)CC=2N=NC=CC2)C1 (7-[4-(2-butoxyethoxy)phenyl]-1-isobutyl-N-[4-[(3-pyridazinylmethyl)sulfinyl]phenyl]-2,3-dihydro-1-benzazepine-4-carboxamide). The yield is 40.3%. Reaction SMILES: [CH2:1]([O:5][CH2:6][CH2:7][O:8][C:9]1[CH:14]=[CH:13][C:12]([C:15]2[CH:16]=[CH:17][C:18]3[N:24]([CH2:25][CH:26]([CH3:28])[CH3:27])[CH2:23][CH2:22][C:21]([C:29]([NH:31][C:32]4[CH:37]=[CH:36][C:35]([S:38][CH2:39][C:40]5[N:41]=[N:42][CH:43]=[CH:44][CH:45]=5)=[CH:34][CH:33]=4)=[O:30])=[CH:20][C:19]=3[CH:46]=2)=[CH:11][CH:10]=1)[CH2:2][CH2:3][CH3:4].ClC1C=CC=C(C(OO)=[O:55])C=1.S([O-])([O-])(=O)=S.[Na+].[Na+]>C(Cl)Cl>[CH2:1]([O:5][CH2:6][CH2:7][O:8][C:9]1[CH:10]=[CH:11][C:12]([C:15]2[CH:16]=[CH:17][C:18]3[N:24]([CH2:25][CH:26]([CH3:27])[CH3:28])[CH2:23][CH2:22][C:21]([C:29]([NH:31][C:32]4[CH:33]=[CH:34][C:35]([S:38]([CH2:39][C:40]5[N:41]=[N:42][CH:43]=[CH:44][CH:45]=5)=[O:55])=[CH:36][CH:37]=4)=[O:30])=[CH:20][C:19]=3[CH:46]=2)=[CH:13][CH:14]=1)[CH2:2][CH2:3][CH3:4] |f:2.3.4|. Procedure: 7-[4-(2-butoxyethoxy)phenyl]-1-isobutyl-N-[4-[(3-pyridazinylmethyl)sulfanyl]phenyl]-2,3-dihydro-1-benzazepine-4-carboxamide (0.15 g) was dissolved in methylene chloride (6.0 ml), and a solution of m-chloroperbenzoic acid (61 mg) in methylene chloride (4.5 ml) was added to the mixture at −78° C., and the mixture was stirred for 15 minutes. The reaction mixture was added to an aqueous solution of saturated sodium thiosulfate, and extracted with ethyl acetate. The organic layer was washed with satu...